From a dataset of the Open Reaction Database (ORD), a public repository of structured organic reaction records. describe an organic reaction: reactants, conditions, products, and yield Reactants: N1=CC(=CC=C1)CCC[C@@H](CCC(=O)OC)CCCCOCC1=CC=CC=C1 (methyl 4(R)-[3-(3-pyridyl)propyl]-8-(benzyloxy)octanoate), C1=CCCCC1 (cyclohexene). The reagents and catalysts are [OH-].[OH-].[Pd+2] (palladium hydroxide on carbon). Run in C(C)O (ethanol). Yields the product OCCCC[C@H](CCC(=O)OC)CCCC=1C=NC=CC1 (methyl (R)-8-hydroxy-4-[3-(3-pyridyl)propyl]octanoate). Reaction SMILES: [N:1]1[CH:6]=[CH:5][CH:4]=[C:3]([CH2:7][CH2:8][CH2:9][C@H:10]([CH2:17][CH2:18][CH2:19][CH2:20][O:21]CC2C=CC=CC=2)[CH2:11][CH2:12][C:13]([O:15][CH3:16])=[O:14])[CH:2]=1.C1CCCCC=1>C(O)C.[OH-].[OH-].[Pd+2]>[OH:21][CH2:20][CH2:19][CH2:18][CH2:17][C@@H:10]([CH2:9][CH2:8][CH2:7][C:3]1[CH:2]=[N:1][CH:6]=[CH:5][CH:4]=1)[CH2:11][CH2:12][C:13]([O:15][CH3:16])=[O:14] |f:3.4.5|. Procedure details: To a solution of methyl 4(R)-[3-(3-pyridyl)propyl]-8-(benzyloxy)octanoate (1.67 g, 4.2 mmol) in ethanol (30 ml) is added 20% palladium hydroxide on carbon (0.43 g) followed by cyclohexene (15.6 ml). The mixture is refluxed for 25 hours and then filtered to remove the catalyst. The catalyst is washed with ethanol, the combined filtrate is evaporated, and the residue is purified by flash chromatography on silica gel using 9:1 ethyl acetate/hexane to obtain methyl (R)-8-hydroxy-4-[3-(3-pyridyl)prop... The reactants are COC(CCNC1(COC1)C1=CC2=CC=C(C=C2C=C1)OC1CCC(CC1)C(C)(C)C)=O (3-{3-[6-(4-tert-Butyl-cyclohexyloxy)-naphthalen-2-yl]-oxetan-3-ylamino}-propionic acid methyl ester), [OH-].[Li+] (Lithium hydroxide), O1CCCC1 (Tetrahydrofuran), O (Water). Yields the product C(C)(C)(C)[C@@H]1CC[C@H](CC1)OC=1C=C2C=CC(=CC2=CC1)C1(COC1)NCCC(=O)O (3-(3-(6-((trans)-4-tert-butylcyclohexyloxy)naphthalen-2-yl)oxetan-3-ylamino)propanoic acid). As a reaction SMILES: C[O:2][C:3](=[O:32])[CH2:4][CH2:5][NH:6][C:7]1([C:11]2[CH:20]=[CH:19][C:18]3[C:13](=[CH:14][CH:15]=[C:16]([O:21][CH:22]4[CH2:27][CH2:26][CH:25]([C:28]([CH3:31])([CH3:30])[CH3:29])[CH2:24][CH2:23]4)[CH:17]=3)[CH:12]=2)[CH2:10][O:9][CH2:8]1.[OH-].[Li+].O1CCCC1.O>>[C:28]([C@H:25]1[CH2:24][CH2:23][C@H:22]([O:21][C:16]2[CH:17]=[C:18]3[C:13](=[CH:14][CH:15]=2)[CH:12]=[C:11]([C:7]2([NH:6][CH2:5][CH2:4][C:3]([OH:32])=[O:2])[CH2:8][O:9][CH2:10]2)[CH:20]=[CH:19]3)[CH2:27][CH2:26]1)([CH3:31])([CH3:29])[CH3:30] |f:1.2|. Procedure: A solution of 3-{3-[6-(4-tert-Butyl-cyclohexyloxy)-naphthalen-2-yl]-oxetan-3-ylamino}-propionic acid methyl ester (18.0 mg, 0.0409 mmol) and Lithium hydroxide (6.41 mg, 0.268 mmol) in Tetrahydrofuran (0.6 mL, 8 mmol) and Water (0.2 mL, 9 mmol) was stirred at r.t. overnight. LCMS showed a single desired product peak M+Na at m/z 448.20, RT 1.56 min. The solvent was concentrated and neutralized with citric acid and concentrated and purified on HPLC to give product (5.8 mg, 33%). 1H NMR (400 MHz, Me... Starting materials: C1CCOC1, Cl, Cc1ccc(F)c(N=C=O)c1, COC(=O)c1c[nH]c(-c2cc(Oc3ccc(N)cc3)ccn2)c1. Product: COC(=O)c1c[nH]c(-c2cc(Oc3ccc(NC(=O)Nc4cc(C)ccc4F)cc3)ccn2)c1. As a reaction SMILES: [CH2:36]1[O:37][CH2:38][CH2:39][CH2:40]1.[ClH:35].[F:24][c:25]1[c:26]([N:32]=[C:33]=[O:34])[cH:27][c:28]([CH3:31])[cH:29][cH:30]1.[NH2:1][c:2]1[cH:3][cH:4][c:5]([O:6][c:7]2[cH:8][c:9](-[c:13]3[cH:14][c:15]([C:18](=[O:19])[O:20][CH3:21])[cH:16][nH:17]3)[n:10][cH:11][cH:12]2)[cH:22][cH:23]1>>[NH:1]([c:2]1[cH:3][cH:4][c:5]([O:6][c:7]2[cH:8][c:9](-[c:13]3[cH:14][c:15]([C:18](=[O:19])[O:20][CH3:21])[cH:16][nH:17]3)[n:10][cH:11][cH:12]2)[cH:22][cH:23]1)[C:33]([NH:32][c:26]1[c:25]([F:24])[cH:30][cH:29][c:28]([CH3:31])[cH:27]1)=[O:34]. The reactants are CC(CCCCCC)(C)C1=CC(=C(C=C1)C=1CNCCC1)O (3-[4-(1,1-dimethylheptyl)-2-hydroxyphenyl]-1,2,5,6-tetrahydropyridine), C(#N)[BH3-].[Na+] (sodium cyanoborohydride), C(C)#N (acetonitrile), C=O (formaldehyde). The solvent is C(C)(=O)O (acetic acid). Run at temperature 0 celsius, time 1 hour. Product: CC(CCCCCC)(C)C1=CC(=C(C=C1)C=1CN(CCC1)C)O (3-[4-(1,1-Dimethylheptyl)-2-hydroxyphenyl]-1-N-methyl-1,2,5,6-tetrahydropyridine). Reaction SMILES: [CH3:1][C:2]([C:10]1[CH:15]=[CH:14][C:13]([C:16]2[CH2:17][NH:18][CH2:19][CH2:20][CH:21]=2)=[C:12]([OH:22])[CH:11]=1)([CH3:9])[CH2:3][CH2:4][CH2:5][CH2:6][CH2:7][CH3:8].[C:23](#N)C.C=O.C([BH3-])#N.[Na+]>C(O)(=O)C>[CH3:9][C:2]([C:10]1[CH:15]=[CH:14][C:13]([C:16]2[CH2:17][N:18]([CH3:23])[CH2:19][CH2:20][CH:21]=2)=[C:12]([OH:22])[CH:11]=1)([CH3:1])[CH2:3][CH2:4][CH2:5][CH2:6][CH2:7][CH3:8] |f:3.4|. Procedure: To a 25° C. solution of 1.0 g. (3.32 mmoles) of 3-[4-(1,1-dimethylheptyl)-2-hydroxyphenyl]-1,2,5,6-tetrahydropyridine in 15 ml. of acetonitrile is added 1.32 ml. (17.6 mmoles) of 37% formaldehyde solution. After stirring for one hour the reaction is cooled to 0° C. and 332 mg. (5.3 mmole) of sodium cyanoborohydride added. The reaction mixture is allowed to warm to 25° C. over a one hour period while the pH is maintained at 7 by the addition of acetic acid. The reaction mixture is evaporated, mad... As a reaction SMILES: [C:31](=[O:32])([O-:33])[O-:34].[CH3:37][C:38](=[O:39])[CH2:40][CH3:41].[CH3:42][CH2:43][O:44][C:45](=[O:46])[CH3:47].[Cs+:35].[Cs+:36].[I:23][CH2:24][CH:25]1[O:26][CH2:27][CH2:28][O:29][CH2:30]1.[NH:1]1[C:2](=[O:22])[C:3]2([CH2:4][O:5][c:6]3[cH:7][c:8]4[c:9]([cH:14][c:15]32)[O:10][CH2:11][CH2:12][O:13]4)[c:16]2[cH:17][cH:18][cH:19][cH:20][c:21]21>>[N:1]1([CH2:24][CH:25]2[O:26][CH2:27][CH2:28][O:29][CH2:30]2)[C:2](=[O:22])[C:3]2([CH2:4][O:5][c:6]3[cH:7][c:8]4[c:9]([cH:14][c:15]32)[O:10][CH2:11][CH2:12][O:13]4)[c:16]2[cH:17][cH:18][cH:19][cH:20][c:21]21. Yields the product O=C1N(CC2COCCO2)c2ccccc2C12COc1cc3c(cc12)OCCO3. Starting materials: O=C([O-])[O-], CCC(C)=O, CCOC(C)=O, [Cs+], [Cs+], ICC1COCCO1, O=C1Nc2ccccc2C12COc1cc3c(cc12)OCCO3. Starting materials: CCOC(=O)c1sc(Cl)nc1-c1ccccc1, [Na+], C1CCOC1, [OH-]. The product is O=C(O)c1sc(Cl)nc1-c1ccccc1. Reaction SMILES: [CH2:1]([CH3:2])[O:3][C:4](=[O:5])[c:6]1[c:7](-[c:12]2[cH:13][cH:14][cH:15][cH:16][cH:17]2)[n:8][c:9]([Cl:11])[s:10]1.[Na+:24].[O:18]1[CH2:19][CH2:20][CH2:21][CH2:22]1.[OH-:23]>>[O:3]=[C:4]([OH:5])[c:6]1[c:7](-[c:12]2[cH:13][cH:14][cH:15][cH:16][cH:17]2)[n:8][c:9]([Cl:11])[s:10]1. The reactants are CCN(CC)CCCO, CS(=O)(=O)Cl, O=[N+]([O-])c1cc(O)ccc1Cl, ClCCl, [K+], [K+], O=C([O-])[O-], CN(C)C=O. Yields the product CCN(CC)CCCOc1ccc(Cl)c([N+](=O)[O-])c1. RXN SMILES: [CH2:6]([CH3:7])[N:8]([CH2:9][CH2:10][CH2:11][OH:12])[CH2:13][CH3:14].[CH3:1][S:2](=[O:3])(=[O:4])[Cl:5].[Cl:15][c:16]1[c:17]([N+:23](=[O:24])[O-:25])[cH:18][c:19]([OH:22])[cH:20][cH:21]1.[Cl:32][CH2:33][Cl:34].[K+:26].[K+:27].[O-:28][C:29]([O-:30])=[O:31].[O:35]=[CH:36][N:37]([CH3:38])[CH3:39]>>[CH2:6]([CH3:7])[N:8]([CH2:9][CH2:10][CH2:11][O:12][c:19]1[cH:18][c:17]([N+:23](=[O:24])[O-:25])[c:16]([Cl:15])[cH:21][cH:20]1)[CH2:13][CH3:14].